Dataset: the Open Reaction Database (ORD), a public repository of structured organic reaction records. Task: describe an organic reaction: reactants, conditions, products, and yield Reactants: [OH-].[Na+] (Sodium hydroxide), solution, CC(C)S(=O)(=O)C=1C=C2C(=C(C(=NC2=CC1)C1=CC(=CC=C1)C(F)(F)F)CN1CC(C(CC1)=O)C)C(=O)OC (methyl 6-[(1-methylethyl)sulfonyl]-3-[(3-methyl-4-oxo-1-piperidinyl)methyl]-2-[3-(trifluoromethyl)phenyl]-4-quinolinecarboxylate). Run in CO (methanol), O1CCCC1 (tetrahydrofuran). Reaction conditions: temperature 50 celsius. The product is CC(C)S(=O)(=O)C=1C=C2C(=C(C(=NC2=CC1)C1=CC(=CC=C1)C(F)(F)F)CN1CC(C(CC1)=O)C)C(=O)O (6-[(1-methylethyl)sulfonyl]-3-[(3-methyl-4-oxo-1-piperidinyl)methyl]-2-[3-(trifluoromethyl)phenyl]-4-quinolinecarboxylic acid). Isolated yield 78.6%. As a reaction SMILES: [OH-].[Na+].[CH3:3][CH:4]([S:6]([C:9]1[CH:10]=[C:11]2[C:16](=[CH:17][CH:18]=1)[N:15]=[C:14]([C:19]1[CH:24]=[CH:23][CH:22]=[C:21]([C:25]([F:28])([F:27])[F:26])[CH:20]=1)[C:13]([CH2:29][N:30]1[CH2:35][CH2:34][C:33](=[O:36])[CH:32]([CH3:37])[CH2:31]1)=[C:12]2[C:38]([O:40]C)=[O:39])(=[O:8])=[O:7])[CH3:5]>CO.O1CCCC1>[CH3:5][CH:4]([S:6]([C:9]1[CH:10]=[C:11]2[C:16](=[CH:17][CH:18]=1)[N:15]=[C:14]([C:19]1[CH:24]=[CH:23][CH:22]=[C:21]([C:25]([F:28])([F:27])[F:26])[CH:20]=1)[C:13]([CH2:29][N:30]1[CH2:35][CH2:34][C:33](=[O:36])[CH:32]([CH3:37])[CH2:31]1)=[C:12]2[C:38]([OH:40])=[O:39])(=[O:7])=[O:8])[CH3:3] |f:0.1|. Reported procedure: Sodium hydroxide (11.02 mL of a 2M solution, 22.04 mmol) was added to a yellow solution of methyl 6-[(1-methylethyl)sulfonyl]-3-[(3-methyl-4-oxo-1-piperidinyl)methyl]-2-[3-(trifluoromethyl)phenyl]-4-quinolinecarboxylate (1.24 g, 2.204 mmol) in methanol (11.02 mL) and tetrahydrofuran (11.02 mL). The mixture was heated to 50° C. for 20 h. The mixture was cooled to room temperature, and the solvent was removed under reduced pressure. The residue was diluted with water (5 mL), and the solid precipit...